From a dataset of the Open Reaction Database (ORD), a public repository of structured organic reaction records. describe an organic reaction: reactants, conditions, products, and yield Starting materials: OC1CC(CC(C1O)O)=O (3,4,5-trihydroxycyclohexanone), C(C)(C)N(CC)C(C)C (diisopropylethylamine), C(C)(=O)OC(C)=O (acetic anhydride). The reagents and catalysts are CN(C1=CC=NC=C1)C (4-(dimethylamino)pyridine). The solvent is C(Cl)Cl (CH2Cl2). Reaction conditions: temperature 0 celsius, time 6 hour. Product: OC1=C(C(CCC1)=O)O (dihydroxycyclohexenone). Isolated yield 190.6%. As a reaction SMILES: [OH:1][CH:2]1[CH:7]([OH:8])[CH:6]([OH:9])[CH2:5][C:4](=O)[CH2:3]1.C(N(C(C)C)CC)(C)C.C(OC(=O)C)(=O)C>C(Cl)Cl.CN(C)C1C=CN=CC=1>[OH:9][C:6]1[CH2:5][CH2:4][CH2:3][C:2](=[O:1])[C:7]=1[OH:8]. Procedure: To a solution of the β-hydroxy ketone 8 (FIG. 6) (1.01 g, 3.85 mmol) in CH2Cl2 (10 mL) at 0° C. was added 4-(dimethylamino)pyridine (9.4 mg, 0.077 mmol), diisopropylethylamine (1.34 mL, 7.7 mmol) and acetic anhydride (0.44 mL, 4.6 mmol). After stirring at 0° C. for 6 hours, the solution was washed with saturated aqueous NaHCO3 and the NaHCO3 wash solution was extracted with CH2Cl2 (4×40 ml). The organic layer was dried with MgSO4 and concentrated to dryness. Purification by flash chromatography ... Starting materials: [Al+3], CCC(=O)Cl, CCOc1ccc2c(c1)C(C)(C)CCC2(C)C, [Cl-], [Cl-], [Cl-], ClCCl. Yields the product CCOc1cc2c(cc1C(=O)CC)C(C)(C)CCC2(C)C. Reaction SMILES: [Al+3:26].[C:1]([CH2:2][CH3:3])(=[O:4])[Cl:5].[CH2:6]([CH3:7])[O:8][c:9]1[cH:10][cH:11][c:12]2[c:17]([cH:18]1)[C:16]([CH3:19])([CH3:20])[CH2:15][CH2:14][C:13]2([CH3:21])[CH3:22].[Cl-:23].[Cl-:24].[Cl-:25].[Cl:27][CH2:28][Cl:29]>>[C:1]([CH2:2][CH3:3])(=[O:4])[c:10]1[c:9]([O:8][CH2:6][CH3:7])[cH:18][c:17]2[c:12]([cH:11]1)[C:13]([CH3:21])([CH3:22])[CH2:14][CH2:15][C:16]2([CH3:19])[CH3:20]. The reactants are [BH4-], CC(C)=O, CSc1ccc(C(=O)Cl)c(Cl)c1, c1ccc(P(c2ccccc2)c2ccccc2)cc1. Product: CSc1ccc(C=O)c(Cl)c1. As a reaction SMILES: [BH4-:32].[CH3:33][C:34](=[O:35])[CH3:36].[Cl:1][c:2]1[c:3]([C:4](=[O:5])[Cl:6])[cH:7][cH:8][c:9]([S:11][CH3:12])[cH:10]1.[c:13]1([P:14]([c:15]2[cH:16][cH:17][cH:18][cH:19][cH:20]2)[c:21]2[cH:22][cH:23][cH:24][cH:25][cH:26]2)[cH:27][cH:28][cH:29][cH:30][cH:31]1>>[Cl:1][c:2]1[c:3]([CH:4]=[O:5])[cH:7][cH:8][c:9]([S:11][CH3:12])[cH:10]1. The reactants are FC1=C(C(=O)C2=C(C(=O)O)C=CC(=C2)Cl)C=CC=C1 (2-(2-fluorobenzoyl)-4-chlorobenzoic acid), S(O)(O)(=O)=O (sulfuric acid), CO (methanol). The product is FC1=C(C(=O)C2=C(C(=O)OC)C=CC(=C2)Cl)C=CC=C1 (2-(2-Fluorobenzoyl)-4-chlorobenzoic acid, methyl ester). RXN SMILES: [F:1][C:2]1[CH:19]=[CH:18][CH:17]=[CH:16][C:3]=1[C:4]([C:6]1[CH:14]=[C:13]([Cl:15])[CH:12]=[CH:11][C:7]=1[C:8]([OH:10])=[O:9])=[O:5].S(=O)(=O)(O)O.[CH3:25]O>>[F:1][C:2]1[CH:19]=[CH:18][CH:17]=[CH:16][C:3]=1[C:4]([C:6]1[CH:14]=[C:13]([Cl:15])[CH:12]=[CH:11][C:7]=1[C:8]([O:10][CH3:25])=[O:9])=[O:5]. Procedure details: A solution of 2.0 g (7.19 mmoles) of [2-(2-fluorobenzoyl)-4-chlorobenzoic acid], in 40 ml of methanol and 0.3 ml of sulfuric acid was refluxed for 10 hrs and then evaporated. The residue was partitioned between 50 ml of dichloromethane and 30 ml of dilute ammonium hydroxide, and the organic layer was dried and evaporated. The resulting oil was dissolved in 20 ml of dichloromethane, filtered through 25 g of Florisil and eluted with dichloromethane. The solvent was evaporated and the oil was cryst... The reactants are CC1=CN2CCS(=O)(=O)N=C2C(C(=O)O)=C1, CCN=C=NCCCN(C)C, CCC(C)c1ccc(N)cc1, Cl, CN(C)C=O, O, On1nnc2ccccc21. The product is CCC(C)c1ccc(NC(=O)C2=CC(C)=CN3CCS(=O)(=O)N=C23)cc1. As a reaction SMILES: [CH3:1][C:2]1=[CH:11][N:10]2[C:5](=[N:6][S:7](=[O:12])(=[O:13])[CH2:8][CH2:9]2)[C:4]([C:14](=[O:15])[OH:16])=[CH:3]1.[CH3:38][CH2:39][N:40]=[C:41]=[N:42][CH2:43][CH2:44][CH2:45][N:46]([CH3:47])[CH3:48].[CH:17]([CH3:18])([CH2:19][CH3:20])[c:21]1[cH:22][cH:23][c:24]([NH2:25])[cH:26][cH:27]1.[ClH:49].[O:50]=[CH:51][N:52]([CH3:53])[CH3:54].[OH2:55].[OH:28][n:29]1[c:30]2[c:31]([cH:32][cH:33][cH:34][cH:35]2)[n:36][n:37]1>>[CH3:1][C:2]1=[CH:11][N:10]2[C:5](=[N:6][S:7](=[O:12])(=[O:13])[CH2:8][CH2:9]2)[C:4]([C:14](=[O:16])[NH:25][c:24]2[cH:23][cH:22][c:21]([CH:17]([CH3:18])[CH2:19][CH3:20])[cH:27][cH:26]2)=[CH:3]1.